This data is from the Open Reaction Database (ORD), a public repository of structured organic reaction records. The task is: describe an organic reaction: reactants, conditions, products, and yield Starting materials: ClC=1N=C(N(C1Cl)CC1=C(C2=C(N(C(N(C2=O)C)=O)CC(C)C)S1)C(=O)N1OC[C@H](C1)O)C (6-[(4,5-Dichloro-2-methyl-1H-imidazol-1-yl)methyl]-5-[4-(S)-hydroxy-2-isoxazolidinylcarbonyl]-3-methyl-1-(isobutyl)thieno[2,3-d]pyrimidine-2,4(1H,3H)-dione), BrN1C(CCC1=O)=O (N-bromosuccinimide), C([O-])(O)=O.[Na+] (sodium bicarbonate), CC=1NC2=CC=CC=C2C1 (2-methylindole). The solvent is C(Cl)(Cl)Cl (chloroform). Run at time 48 hour. The product is CN1C(N(C2=C(C1=O)C(=C(S2)CC2=C(NC1=CC=CC=C21)C)C(=O)OC)CC(C)C)=O (Methyl 1,2,3,4-tetrahydro-3-methyl-6-[(2-methyl-1H-indol-3-yl)methyl]-1-(isobutyl)-2,4-dioxothieno[2,3-d]pyrimidine-5-carboxylate). Reaction SMILES: ClC1N=C(C)N([CH2:8][C:9]2[S:24][C:12]3[N:13]([CH2:20][CH:21]([CH3:23])[CH3:22])[C:14](=[O:19])[N:15]([CH3:18])[C:16](=[O:17])[C:11]=3[C:10]=2C(N2C[C@H](O)CO2)=O)C=1Cl.BrN1C(=O)CC[C:36]1=O.[C:42](=[O:45])(O)[O-:43].[Na+].[CH3:47][C:48]1[NH:49][C:50]2[C:55]([CH:56]=1)=[CH:54][CH:53]=[CH:52][CH:51]=2>C(Cl)(Cl)Cl>[CH3:18][N:15]1[C:16](=[O:17])[C:11]2[C:10]([C:42]([O:43][CH3:36])=[O:45])=[C:9]([CH2:8][C:56]3[C:55]4[C:50](=[CH:51][CH:52]=[CH:53][CH:54]=4)[NH:49][C:48]=3[CH3:47])[S:24][C:12]=2[N:13]([CH2:20][CH:21]([CH3:22])[CH3:23])[C:14]1=[O:19] |f:2.3|. Procedure details: A solution of the product of example 3, part a), (7 g) and N-bromosuccinimide (4.42 g) in chloroform (140 ml) was refluxed under illumination from a tungsten lamp for 2 h. The solution was cooled to room temperature, saturated aqueous sodium bicarbonate solution (140 ml) and 2-methylindole (5.92 g) were added and the mixture stirred rapidly for 48 h. The phases were separated and the aqueous phase extracted with dichloromethane (100 ml). The combined organic extracts were dried over anhydrous ma... Starting materials: ClCC1=CC=C(C=C1)C1C(CN(CC1)C(=O)OCC1=CC=CC=C1)OCC=1C=CC2=C(N(CCO2)CCCOC)C1 (benzyl 4-(4-chloromethylphenyl)-3-[4-(3-methoxypropyl)-3,4-dihydro-2H-benzo[1,4]oxazin-6-ylmethoxy]piperidine-1-carboxylate), OC1=C2C=CNC2=CC=C1 (4-hydroxyindole). Product: N1C=CC2=C(C=CC=C12)OCC1=CC=C(C=C1)C1C(CN(CC1)C(=O)OCC1=CC=CC=C1)OCC=1C=CC2=C(N(CCO2)CCCOC)C1 (Benzyl 4-[4-(1H-indol-4-yloxymethyl)phenyl]-3-[4-(3-methoxypropyl)-3,4-dihydro-2H-benzo[1,4]oxazin-6-ylmethoxy]piperidine-1-carboxylate). RXN SMILES: Cl[CH2:2][C:3]1[CH:8]=[CH:7][C:6]([CH:9]2[CH2:14][CH2:13][N:12]([C:15]([O:17][CH2:18][C:19]3[CH:24]=[CH:23][CH:22]=[CH:21][CH:20]=3)=[O:16])[CH2:11][CH:10]2[O:25][CH2:26][C:27]2[CH:28]=[CH:29][C:30]3[O:35][CH2:34][CH2:33][N:32]([CH2:36][CH2:37][CH2:38][O:39][CH3:40])[C:31]=3[CH:41]=2)=[CH:5][CH:4]=1.[OH:42][C:43]1[CH:51]=[CH:50][CH:49]=[C:48]2[C:44]=1[CH:45]=[CH:46][NH:47]2>>[NH:47]1[C:48]2[C:44](=[C:43]([O:42][CH2:2][C:3]3[CH:8]=[CH:7][C:6]([CH:9]4[CH2:14][CH2:13][N:12]([C:15]([O:17][CH2:18][C:19]5[CH:24]=[CH:23][CH:22]=[CH:21][CH:20]=5)=[O:16])[CH2:11][CH:10]4[O:25][CH2:26][C:27]4[CH:28]=[CH:29][C:30]5[O:35][CH2:34][CH2:33][N:32]([CH2:36][CH2:37][CH2:38][O:39][CH3:40])[C:31]=5[CH:41]=4)=[CH:5][CH:4]=3)[CH:51]=[CH:50][CH:49]=2)[CH:45]=[CH:46]1. Procedure: Analogously to Method I, 0.150 g of benzyl 4-(4-chloromethylphenyl)-3-[4-(3-methoxypropyl)-3,4-dihydro-2H-benzo[1,4]oxazin-6-ylmethoxy]piperidine-1-carboxylate (Example 270b) and 0.0529 g of 4-hydroxyindole are reacted. The title compound is obtained as a violet oil. Rf=0.10 (1:2 EtOAc-heptane); Rt=5.58. Reactants: OC1N(C(C2=CC=CC=C12)=O)CCCN1CCN(CC1)C1=CC=C(C=C1)O (3-hydroxy-2-[3-(4-(4-hydroxyphenyl)-1-piperazinyl)propyl]-1-isoindolinone), C(C(=O)O)(=O)O (oxalic acid), S(O)(O)(=O)=O (sulphuric acid), aqueous solution, N (ammonia). Run in C(Cl)Cl (methylene chloride), C(C)C(=O)C (methyl ethyl ketone), C(C)C(=O)C (methyl ethyl ketone), CO (methanol). Run at time 5 hour. Product: C(C(=O)O)(=O)O.COC1N(C(C2=CC=CC=C12)=O)CCCN1CCN(CC1)C1=CC=C(C=C1)O (3-methoxy-2-[3-(4-(4-hydroxyphenyl)-1-piperazinyl)propyl]-1-isoindolinone oxalate). Isolated yield 66.8%. As a reaction SMILES: [OH:1][CH:2]1[C:10]2[C:5](=[CH:6][CH:7]=[CH:8][CH:9]=2)[C:4](=[O:11])[N:3]1[CH2:12][CH2:13][CH2:14][N:15]1[CH2:20][CH2:19][N:18]([C:21]2[CH:26]=[CH:25][C:24]([OH:27])=[CH:23][CH:22]=2)[CH2:17][CH2:16]1.S(=O)(=O)(O)O.N.[C:34]([OH:39])(=[O:38])[C:35]([OH:37])=[O:36]>CO.C(Cl)Cl.C(C(C)=O)C>[C:34]([OH:39])(=[O:38])[C:35]([OH:37])=[O:36].[CH3:34][O:11][CH:4]1[C:5]2[C:10](=[CH:9][CH:8]=[CH:7][CH:6]=2)[C:2](=[O:1])[N:3]1[CH2:12][CH2:13][CH2:14][N:15]1[CH2:20][CH2:19][N:18]([C:21]2[CH:22]=[CH:23][C:24]([OH:27])=[CH:25][CH:26]=2)[CH2:17][CH2:16]1 |f:7.8|. Reported procedure: The same procedure is followed as in Example 2, but starting from an agitated solution of 3-hydroxy-2-[3-(4-(4-hydroxyphenyl)-1-piperazinyl)propyl]-1-isoindolinone (4.6 g) in methanol (115 cc), to which 22.7 cc of concentrated sulphuric acid is added in the course of 15 minutes and at a temperature close to 20° C. Agitation is continued for 5 hours at a temperature close to 65° C. After cooling the solution to a temperature close to 0° C., 57 cc of a 33% aqueous solution of ammonia is added in t... RXN SMILES: [CH3:29][CH2:30][O:31][C:32](=[O:33])[CH3:34].[CH3:35][S:36]([CH3:37])=[O:38].[Cl:12][c:13]1[cH:14][cH:15][n:16][c:17]2[cH:18][c:19]([O:27][CH3:28])[c:20]([C:23](=[O:24])[O:25][CH3:26])[cH:21][c:22]12.[H-:10].[NH2:1][c:2]1[c:3]([Cl:9])[cH:4][c:5]([OH:8])[cH:6][cH:7]1.[Na+:11].[OH2:39]>>[NH2:1][c:2]1[c:3]([Cl:9])[cH:4][c:5]([O:8][c:13]2[cH:14][cH:15][n:16][c:17]3[cH:18][c:19]([O:27][CH3:28])[c:20]([C:23](=[O:24])[O:25][CH3:26])[cH:21][c:22]23)[cH:6][cH:7]1. Starting materials: CCOC(C)=O, CS(C)=O, COC(=O)c1cc2c(Cl)ccnc2cc1OC, [H-], Nc1ccc(O)cc1Cl, [Na+], O. The product is COC(=O)c1cc2c(Oc3ccc(N)c(Cl)c3)ccnc2cc1OC. Reactants: COCCN=C=S, CC#N, CN(C)CCN1C(=O)c2cccc3cc4cccc(N)c4c(c23)C1=O. Yields the product COCCNC(=S)Nc1cccc2cc3cccc4c3c(c12)C(=O)N(CCN(C)C)C4=O. Reaction SMILES: [CH3:26][O:27][CH2:28][CH2:29][N:30]=[C:31]=[S:32].[CH3:33][C:34]#[N:35].[NH2:1][c:2]1[cH:3][cH:4][cH:5][c:6]2[cH:7][c:8]3[c:9]4[c:10]([cH:23][cH:24][cH:25]3)[C:11](=[O:22])[N:12]([CH2:17][CH2:18][N:19]([CH3:20])[CH3:21])[C:13](=[O:16])[c:14]4[c:15]12>>[NH:1]([c:2]1[cH:3][cH:4][cH:5][c:6]2[cH:7][c:8]3[c:9]4[c:10]([cH:23][cH:24][cH:25]3)[C:11](=[O:22])[N:12]([CH2:17][CH2:18][N:19]([CH3:20])[CH3:21])[C:13](=[O:16])[c:14]4[c:15]12)[C:31]([NH:30][CH2:29][CH2:28][O:27][CH3:26])=[S:32]. The product is C1(CCCC1)N1CC(C1)COC1=CC=C(C=C1)C1(CCOCC1)CN(C)C (1-(4-{4-[(1-cyclopentylazetidin-3-yl)methoxy]phenyl}tetrahydro-2H-Pyran-4-yl)-N,N-dimethylmethanamine). Starting materials: C1(CCCC1)Br (Cyclopentyl bromide), [OH-].[Na+] (sodium hydroxide), N1CC(C1)COC1=CC=C(C=C1)C1(CCOCC1)CN(C)C (1-{4-[4-(azetidin-3-ylmethoxy)phenyl]tetrahydro-2H-pyran-4-yl]-N,N-dimethylmethanamine). Procedure details: Cyclopentyl bromide (0.17 ml, 1.54 mmol) and 5M aqueous sodium hydroxide (0.34 ml, 1.68 mmol) were added to a solution of 1-{4-[4-(azetidin-3-ylmethoxy)phenyl]tetrahydro-2H-pyran-4-yl]-N,N-dimethylmethanamine (425 mg, 1.4 mmol) in acetone (9 ml). The reaction mixture was stirred at room temperature for 18 hours. The reaction mixture was concentrated in vacuo. The residue was taken up in 2N hydrochloric acid to reach pH 1 and extracted with tert-butylmethyl ether (2×15 ml). The aqueous layer was ... Conditions: time 18 hour. As a reaction SMILES: [CH:1]1(Br)[CH2:5][CH2:4][CH2:3][CH2:2]1.[OH-].[Na+].[NH:9]1[CH2:12][CH:11]([CH2:13][O:14][C:15]2[CH:20]=[CH:19][C:18]([C:21]3([CH2:27][N:28]([CH3:30])[CH3:29])[CH2:26][CH2:25][O:24][CH2:23][CH2:22]3)=[CH:17][CH:16]=2)[CH2:10]1>CC(C)=O>[CH:1]1([N:9]2[CH2:12][CH:11]([CH2:13][O:14][C:15]3[CH:16]=[CH:17][C:18]([C:21]4([CH2:27][N:28]([CH3:30])[CH3:29])[CH2:26][CH2:25][O:24][CH2:23][CH2:22]4)=[CH:19][CH:20]=3)[CH2:10]2)[CH2:5][CH2:4][CH2:3][CH2:2]1 |f:1.2|. The yield is 10.5%. Run in CC(=O)C (acetone). Reactants: C1(=CC=CC=2C3=CC=CC=C3CC12)C=1SC2=C(N1)C=CC=C2 (fluorenyl benzothiazole), C([O-])([O-])=O.[K+].[K+] (potassium carbonate), C1(=CC=CC=C1)NC1=CC=CC=C1 (diphenylamine), [I-].[K+] (potassium iodide), C1COCCOCCOCCOCCOCCO1 (18-crown-6), ClC1=C(C=CC=C1)Cl (1,2-dichlorobenzene). The reagents and catalysts are [Cu] (copper bronze), [Cu]I (copper (I) iodide). Reaction conditions: temperature 179 celsius, time 20 hour. Yields the product S1C(=NC2=C1C=CC=C2)C2=CC=C1C=3C=CC(=CC3C(C1=C2)(CC)CC)N(C2=CC=CC=C2)C2=CC=CC=C2 ((7-Benzothiazol-2-yl-9,9-diethylfluoren-2-yl)diphenylamine). Isolated yield 45.5%. As a reaction SMILES: [C:1]1([C:14]2[S:15][C:16]3[CH:22]=[CH:21][CH:20]=[CH:19][C:17]=3[N:18]=2)[C:13]2[CH2:12][C:11]3[C:6](=CC=[CH:9][CH:10]=3)[C:5]=2[CH:4]=[CH:3][CH:2]=1.C(=O)([O-])[O-].[K+].[K+].[C:29]1([NH:35][C:36]2[CH:41]=[CH:40][CH:39]=[CH:38][CH:37]=2)[CH:34]=[CH:33][CH:32]=[CH:31][CH:30]=1.[I-].[K+].C1O[CH2:60][CH2:59]OCCOCCOCCOCCOC1.Cl[C:63]1[CH:68]=CC=[CH:65][C:64]=1Cl>[Cu].[Cu]I>[S:15]1[C:16]2[CH:22]=[CH:21][CH:20]=[CH:19][C:17]=2[N:18]=[C:14]1[C:1]1[CH:13]=[C:12]2[C:4]([C:39]3[CH:40]=[CH:41][C:36]([N:35]([C:60]4[CH:59]=[CH:65][CH:64]=[CH:63][CH:68]=4)[C:29]4[CH:30]=[CH:31][CH:32]=[CH:33][CH:34]=4)=[CH:37][C:38]=3[C:11]2([CH2:6][CH3:5])[CH2:10][CH3:9])=[CH:3][CH:2]=1 |f:1.2.3,5.6|. Procedure: A mixture of 2-(9,9-diethyl-7-bromo-2-) fluorenyl benzothiazole, (6.6 g., 0.015 mol.), potassium carbonate (10.3 g.,0.0746 mol.), diphenylamine (4.5 g. 0.0376 mol.), potassium iodide (9.6 g. 0.0173 mol.), copper bronze (2.0 g., 0.0317 mol.), copper (I) iodide (1.5 g., 0.0079 mol.), 18-crown-6 (0.96 g., 0.0036 mol.), and 1,2-dichlorobenzene (45 ml.) was kept at 180-1820° C. for 20 hours, cooled and filtered. The filtrate was concentrated and the residue was transferred to a column of silica gel. ... The reactants are C(C)(C)(C)OC(=O)N1CCC(CC1)CN(C1CC2=CC(=CC=C2CC1)NC(C(F)(F)F)=O)CC (4-({ethyl-[7-(2,2,2-trifluoro-acetylamino)-1,2,3,4-tetrahydro-naphthalen-2-yl]-amino}-methyl)-piperidine-1-carboxylic acid tert-butyl ester), FC(C(=O)O)(F)F (trifluoroacetic acid). The solvent is C(Cl)Cl (methylene chloride). Reaction conditions: time 1 hour. Product: C(C)N(C1CCC=2C=CC(=CC2C1)NC(C(F)(F)F)=O)CC1CCNCC1 (N-[7-(ethyl-piperidin-4-ylmethyl-amino)-5,6,7,8-tetrahydro-naphthalen-2-yl]-2,2,2-trifluoro-acetamide). RXN SMILES: C(OC([N:8]1[CH2:13][CH2:12][CH:11]([CH2:14][N:15]([CH2:33][CH3:34])[CH:16]2[CH2:25][CH2:24][C:23]3[C:18](=[CH:19][C:20]([NH:26][C:27](=[O:32])[C:28]([F:31])([F:30])[F:29])=[CH:21][CH:22]=3)[CH2:17]2)[CH2:10][CH2:9]1)=O)(C)(C)C.FC(F)(F)C(O)=O>C(Cl)Cl>[CH2:33]([N:15]([CH2:14][CH:11]1[CH2:10][CH2:9][NH:8][CH2:13][CH2:12]1)[CH:16]1[CH2:17][C:18]2[CH:19]=[C:20]([NH:26][C:27](=[O:32])[C:28]([F:29])([F:30])[F:31])[CH:21]=[CH:22][C:23]=2[CH2:24][CH2:25]1)[CH3:34]. Procedure details: To a solution of the 4-({ethyl-[7-(2,2,2-trifluoro-acetylamino)-1,2,3,4-tetrahydro-naphthalen-2-yl]-amino}-methyl)-piperidine-1-carboxylic acid tert-butyl ester (800 mg, 1.7 mmol) in methylene chloride (20 mL) under an inert atmosphere was added trifluoroacetic acid (5 mL) and the solution was allowed to stir at room temperature for 1 h. The reaction was concentrated in vacuo and partitioned between 10% KOH and EtOAc. The organic layer was washed with brine, dried (MgSO4), and concentrated to af... Starting materials: C[C@@H]1CN(CCN1)C(=O)OC(C)(C)C, C1=CC(=CC=C1O)Br. Reagents/catalysts: CC(C)(C)[O-].[K+], CC(C)(C)P(C(C)(C)C)C(C)(C)C, CC(C)(C)P(C(C)(C)C)C(C)(C)C.CC(C)(C)P(C(C)(C)C)C(C)(C)C.[Pd]. The solvent is C1CCOC1. Run at temperature 100 celsius. Product: C[C@@H]1CN(CCN1C2=CC=C(C=C2)O)C(=O)OC(C)(C)C. Yield: 0.0%. Procedure: A mixture of (R)-tert-butyl 3-methylpiperazine-1-carboxylate (0.025 g, 0.12 mmol), 4-bromophenol (0.043 g, 0.25 mmol), bis(tri-t- butylphosphine)palladium(0) (6.38 mg, 0.01 mmol) and [Reactants] in THF (2 mL) was flushed with nitrogen and sealed into a microwave tube. The reaction was heated to 100 °C for 20 minutes in the microwave reactor and cooled to RT.  No trace of desired product by LCMS.  The reaction was not progressed further.